From a dataset of the Open Reaction Database (ORD), a public repository of structured organic reaction records. describe an organic reaction: reactants, conditions, products, and yield RXN SMILES: [Cl:1][C:2]1[CH:3]=[CH:4][C:5]2[N:11]3[C:12]([CH2:15][NH2:16])=[CH:13][N:14]=[C:10]3[CH2:9][N:8]=[C:7]([C:17]3[CH:22]=[CH:21][CH:20]=[CH:19][CH:18]=3)[C:6]=2[CH:23]=1.[CH:24](=O)[CH3:25].C([BH3-])#N.[Na+].[C:31](#N)[CH3:32]>C(O)(=O)C>[Cl:1][C:2]1[CH:3]=[CH:4][C:5]2[N:11]3[C:12]([CH2:15][N:16]([CH2:24][CH3:25])[CH2:31][CH3:32])=[CH:13][N:14]=[C:10]3[CH2:9][N:8]=[C:7]([C:17]3[CH:22]=[CH:21][CH:20]=[CH:19][CH:18]=3)[C:6]=2[CH:23]=1 |f:2.3|. Solvent: C(C)(=O)O (acetic acid). Reactants: ClC=1C=CC2=C(C(=NCC=3N2C(=CN3)CN)C3=CC=CC=C3)C1 (8-chloro-1-(aminomethyl)-6-phenyl-4H-imidazo[1,2-a][1,4]benzodiazepine), C(C)#N (acetonitrile), C(C)=O (acetaldehyde), C(#N)[BH3-].[Na+] (sodium cyanoborohydride), C(C)#N (acetonitrile). Product: ClC=1C=CC2=C(C(=NCC=3N2C(=CN3)CN(CC)CC)C3=CC=CC=C3)C1 (8-chloro-1-[(diethylamino)methyl]-6-phenyl-4H-imidazo[1,2-a][1,4]benzodiazepine). Reported procedure: A stirred solution of 8-chloro-1-(aminomethyl)-6-phenyl-4H-imidazo[1,2-a][1,4]benzodiazepine (1.42 g, 4.3 mmole) in 20 ml. of acetonitrile under nitrogen is treated successively with acetaldehyde (1.5 ml) and sodium cyanoborohydride (NaBH3CN) (550 mg). This mixture is treated dropwise, with a solution of 0.2 ml of acetic acid in 2 ml. of acetonitrile over a period of 1 hour and 30 minutes. [The addition is continued until the pH of the reaction mixture is between 6.4 - 6.8]. The mixture is stirr... Reaction conditions: time 15 minute. The reactants are C1CCOC1, CO, CCOC(=O)C1(c2cc(Cl)c(OCC(F)(F)F)c(-c3ccc(C)cc3)c2)CCC1, [Li+], [OH-], O, O. Yields the product Cc1ccc(-c2cc(C3(C(=O)O)CCC3)cc(Cl)c2OCC(F)(F)F)cc1. Reaction SMILES: [CH2:35]1[O:36][CH2:37][CH2:38][CH2:39]1.[CH3:33][OH:34].[Cl:1][c:2]1[cH:3][c:4]([C:21]2([C:25](=[O:26])[O:27][CH2:28][CH3:29])[CH2:22][CH2:23][CH2:24]2)[cH:5][c:6](-[c:14]2[cH:15][cH:16][c:17]([CH3:20])[cH:18][cH:19]2)[c:7]1[O:8][CH2:9][C:10]([F:11])([F:12])[F:13].[Li+:32].[OH-:31].[OH2:30].[OH2:40]>>[Cl:1][c:2]1[cH:3][c:4]([C:21]2([C:25](=[O:26])[OH:27])[CH2:22][CH2:23][CH2:24]2)[cH:5][c:6](-[c:14]2[cH:15][cH:16][c:17]([CH3:20])[cH:18][cH:19]2)[c:7]1[O:8][CH2:9][C:10]([F:11])([F:12])[F:13].